From a dataset of the Open Reaction Database (ORD), a public repository of structured organic reaction records. describe an organic reaction: reactants, conditions, products, and yield Starting materials: Cl (hydrochloric acid), Na, NC1=CC=CC=C1 (aniline), C(=O)(OC)C1C2C=CC(C1)O2 (2-carbomethoxy-7-oxabicyclo(2,2,1)hept-5-ene). Run in O (water). Conditions: temperature 140 celsius, time 15 hour. Yields the product C1(=CC=CC=C1)NC(C=C)=O (N-phenylacrylamide). RXN SMILES: [NH2:1][C:2]1[CH:7]=[CH:6][CH:5]=[CH:4][CH:3]=1.[C:8]([CH:12]1CC2O[CH:13]1C=C2)(OC)=[O:9].Cl>O>[C:2]1([NH:1][C:8](=[O:9])[CH:12]=[CH2:13])[CH:7]=[CH:6][CH:5]=[CH:4][CH:3]=1. Procedure: 7.2 parts 30% methanolic Na-methylate solution are added to 46.5 parts aniline. 77 parts 2-carbomethoxy-7-oxabicyclo(2,2,1)hept-5-ene are added drop-wise at 40° C. The reaction medium is then stirred for 15 hours at this temperature and neutralised with 4 parts concentrated hydrochloric acid. 50 parts water are added, and the organic phase separated off. The organic phase is reduced in a rotary evaporator at a bath temperature of 90° C. and under a vacuum of 20 Torr. The residue is heated in a v...